Dataset: the Open Reaction Database (ORD), a public repository of structured organic reaction records. Task: describe an organic reaction: reactants, conditions, products, and yield The reactants are ClC1=NC(=NC=C1C)C1=CC=C(C=C1)Cl (4-chloro-2-(4-chlorophenyl)-5-methylpyrimidine), CC1(OC(C(CC1=O)=O)(C)C)C (2,2,6,6-tetramethyl-pyran-3,5-dione), CC(C)C1=CC(=C(C(=C1)C(C)C)C2=C(C=CC=C2)P(C3CCCCC3)C4CCCCC4)C(C)C (X-Phos), P(=O)([O-])([O-])[O-].[K+].[K+].[K+] (potassium phosphate). The reagents and catalysts are C(C)(=O)[O-].[Pd+2].C(C)(=O)[O-] (palladium acetate). Solvent: COCCOC (1,2-dimethoxyethane). Conditions: temperature 150 celsius, time 30 minute. Product: ClC1=CC=C(C=C1)C1=NC=C(C(=N1)C1C(C(OC(C1=O)(C)C)(C)C)=O)C (4-[2-(4-chlorophenyl)-5-methylpyrimidin-4-yl]-2,2,6,6-tetramethylpyran-3,5-dione). As a reaction SMILES: Cl[C:2]1[C:7]([CH3:8])=[CH:6][N:5]=[C:4]([C:9]2[CH:14]=[CH:13][C:12]([Cl:15])=[CH:11][CH:10]=2)[N:3]=1.[CH3:16][C:17]1([CH3:27])[C:22](=[O:23])[CH2:21][C:20](=[O:24])[C:19]([CH3:26])([CH3:25])[O:18]1.CC(C1C=C(C(C)C)C(C2C=CC=CC=2P(C2CCCCC2)C2CCCCC2)=C(C(C)C)C=1)C.P([O-])([O-])([O-])=O.[K+].[K+].[K+]>C([O-])(=O)C.[Pd+2].C([O-])(=O)C.COCCOC>[Cl:15][C:12]1[CH:13]=[CH:14][C:9]([C:4]2[N:3]=[C:2]([CH:21]3[C:20](=[O:24])[C:19]([CH3:25])([CH3:26])[O:18][C:17]([CH3:27])([CH3:16])[C:22]3=[O:23])[C:7]([CH3:8])=[CH:6][N:5]=2)=[CH:10][CH:11]=1 |f:3.4.5.6,7.8.9|. Reported procedure: A microwave vial is charged with 4-chloro-2-(4-chlorophenyl)-5-methylpyrimidine (239 mg, 1 mmol), 2,2,6,6-tetramethyl-pyran-3,5-dione (170 mg, 1 mmol), palladium acetate (12 mg, 0.05 mmol), X-Phos (48 mg, 0.1 mmol) and potassium phosphate (424 mg, 2 mmol). 1,2-dimethoxyethane (3 ml) is added and the reaction heated to 150° C., with stirring, for 30 minutes. Silica gel is added to the crude reaction mixture, the solvent is evaporated under reduced pressure and the residue is purified by flash chr... Solvent: O1CCCC1 (THF), O1CCCC1 (tetrahydrofuran). Reactants: [Li+].[BH4-] (LiBH4), [OH-].[Na+] (NaOH), O1CCCC=2C1=CN=C(C2)C(=O)OC (methyl 3,4-dihydro-2H-pyrano[2,3-c]pyridine-6-carboxylate), Cl (HCl). Reaction SMILES: [O:1]1[C:6]2=[CH:7][N:8]=[C:9]([C:11](OC)=[O:12])[CH:10]=[C:5]2[CH2:4][CH2:3][CH2:2]1.[Li+].[BH4-].Cl.[OH-].[Na+]>O1CCCC1>[O:1]1[C:6]2=[CH:7][N:8]=[C:9]([CH2:11][OH:12])[CH:10]=[C:5]2[CH2:4][CH2:3][CH2:2]1 |f:1.2,4.5|. Reaction conditions: temperature 45 celsius, time 1 hour. The product is O1CCCC=2C1=CN=C(C2)CO ((3,4-dihydro-2H-pyrano[2,3-c]pyridin-6-yl)methanol). Reported procedure: To a vessel was added with stirring methyl 3,4-dihydro-2H-pyrano[2,3-c]pyridine-6-carboxylate (7.4 g, 1 eq) and tetrahydrofuran (THF) (32 mL). The mixture was heated to 55° C. whereupon 2M LiBH4 in THF solution (20 mL, 1.05 eq.) was added over 1 h. The stirring continued at 55° C. until reduction was complete at which point the mixture was cooled to 45° C. and 6N HCl (37 mL) was carefully added to the mixture. The stirring was continued for 1 h then the mixture was cooled to 25° C. The pH was ad... Reactants: C(=O)(N1C=NC=C1)N1C=NC=C1 (1,1'-carbonyldiimidazole), ClC=1C(=CC(=C(C(=O)O)C1)OC)NC (5-chloro-2-methoxy-4-(methylamino)benzoic acid), N1(CCCC1)CC1N2CCC(C1N)CC2 (2-(1-pyrrolidinylmethyl)-1-azabicyclo[2.2.2]octane-3-amine). The solvent is O1CCCC1 (tetrahydrofuran), O1CCCC1 (tetrahydrofuran). Run at temperature 0 celsius, time 90 minute. The product is ClC=1C(=CC(=C(C(=O)NC2C(N3CCC2CC3)CN3CCCC3)C1)OC)NC (5-Chloro-2-methoxy-4-(methylamino)-N-[2-(1-pyrrolidinyl-methyl)-1-azabicyclo[2.2.2]oct-3-yl]benzamide). Isolated yield 62.9%. Reaction SMILES: [Cl:1][C:2]1[C:3]([NH:13][CH3:14])=[CH:4][C:5]([O:11][CH3:12])=[C:6]([CH:10]=1)[C:7]([OH:9])=O.C(N1C=CN=C1)(N1C=CN=C1)=O.[N:27]1([CH2:32][CH:33]2[CH:38]([NH2:39])[CH:37]3[CH2:40][CH2:41][N:34]2[CH2:35][CH2:36]3)[CH2:31][CH2:30][CH2:29][CH2:28]1>O1CCCC1>[Cl:1][C:2]1[C:3]([NH:13][CH3:14])=[CH:4][C:5]([O:11][CH3:12])=[C:6]([CH:10]=1)[C:7]([NH:39][CH:38]1[CH:37]2[CH2:36][CH2:35][N:34]([CH2:41][CH2:40]2)[CH:33]1[CH2:32][N:27]1[CH2:28][CH2:29][CH2:30][CH2:31]1)=[O:9]. Procedure details: a suspension of 5-chloro-2-methoxy-4-(methylamino)benzoic acid (3.13 g, 14.5 mmoles) in anhydrous tetrahydrofuran (20 ml) under nitrogen was treated with 1,1'-carbonyldiimidazole (2.44 g, 15 mmoles), stirred for 90 minutes, cooled (0° C.), and treated with 2-(1-pyrrolidinylmethyl)-1-azabicyclo[2.2.2]octane-3-amine (3.14 g, 15.0 mmoles) in anhydrous tetrahydrofuran (10 ml). After 24 hours at room temperature and one hour at 60° C., the solution was concentrated in vacuo and partitioned between me... The reactants are C#Cc1ccc(OC)c(C#N)c1, FC(F)Oc1ccc(I)cc1. Yields the product COc1ccc(C#Cc2ccc(OC(F)F)cc2)cc1C#N. RXN SMILES: [C:12](#[CH:13])[c:14]1[cH:15][cH:16][c:17]([O:22][CH3:23])[c:18]([C:19]#[N:20])[cH:21]1.[F:1][CH:2]([O:3][c:4]1[cH:5][cH:6][c:7]([I:10])[cH:8][cH:9]1)[F:11]>>[F:1][CH:2]([O:3][c:4]1[cH:5][cH:6][c:7]([C:13]#[C:12][c:14]2[cH:15][cH:16][c:17]([O:22][CH3:23])[c:18]([C:19]#[N:20])[cH:21]2)[cH:8][cH:9]1)[F:11]. Starting materials: CCO, Cl, CCCCCCC(F)CBr, [K+], [OH-], O, O=C(O)c1ccc(O)cc1. The product is CCCCCCC(F)COc1ccc(C(=O)O)cc1. Reaction SMILES: [CH3:24][CH2:25][OH:26].[ClH:23].[F:13][CH:14]([CH2:15][Br:16])[CH2:17][CH2:18][CH2:19][CH2:20][CH2:21][CH3:22].[K+:12].[OH-:11].[OH2:27].[OH:1][c:2]1[cH:3][cH:4][c:5]([C:6](=[O:7])[OH:8])[cH:9][cH:10]1>>[O:1]([c:2]1[cH:3][cH:4][c:5]([C:6](=[O:7])[OH:8])[cH:9][cH:10]1)[CH2:15][CH:14]([F:13])[CH2:17][CH2:18][CH2:19][CH2:20][CH2:21][CH3:22]. The product is C(C)N(CC)CCNC1=NC2=C(N(C1=O)C1=CC=C(C=C1)C)N=CC=C2 (2-[2-(N,N-diethylamino)ethylamino]-3,4-dihydro-4-(4-methylphenyl)-3-oxopyrido[2,3-b]pyrazine). As a reaction SMILES: Cl[C:2]1[C:7](=[O:8])[N:6]([C:9]2[CH:14]=[CH:13][C:12]([CH3:15])=[CH:11][CH:10]=2)[C:5]2[N:16]=[CH:17][CH:18]=[CH:19][C:4]=2[N:3]=1.[CH2:20]([N:22]([CH2:26][CH3:27])[CH2:23][CH2:24][NH2:25])[CH3:21]>C(O)C>[CH2:20]([N:22]([CH2:23][CH2:24][NH:25][C:2]1[C:7](=[O:8])[N:6]([C:9]2[CH:14]=[CH:13][C:12]([CH3:15])=[CH:11][CH:10]=2)[C:5]2[N:16]=[CH:17][CH:18]=[CH:19][C:4]=2[N:3]=1)[CH2:26][CH3:27])[CH3:21]. Reported procedure: Preparation as in Example 39 but using 2-chloro-3,4-dihydro-4-(4-methylphenyl)-3-oxopyrido[2,3-b]pyrazine and N,N-diethylethylene diamine in refluxing ethanol gave the title compound mp 131°-132° C. Reactants: ClC1=NC2=C(N(C1=O)C1=CC=C(C=C1)C)N=CC=C2 (2-chloro-3,4-dihydro-4-(4-methylphenyl)-3-oxopyrido[2,3-b]pyrazine), C(C)N(CCN)CC (N,N-diethylethylene diamine). Solvent: C(C)O (ethanol).